Dataset: the Open Reaction Database (ORD), a public repository of structured organic reaction records. Task: describe an organic reaction: reactants, conditions, products, and yield RXN SMILES: [CH3:1][O:2][c:3]1[n:4][c:5]2[c:6](-[c:13]3[n:14][c:15]([CH2:18][CH2:19][NH:20][C:21](=[O:22])[O:23][C:24]([CH3:25])([CH3:26])[CH3:27])[s:16][cH:17]3)[cH:7][cH:8][n:9][c:10]2[cH:11][cH:12]1.[OH:28][C:29]([C:30]([F:31])([F:32])[F:33])=[O:34]>>[CH3:1][O:2][c:3]1[n:4][c:5]2[c:6](-[c:13]3[n:14][c:15]([CH2:18][CH2:19][NH2:20])[s:16][cH:17]3)[cH:7][cH:8][n:9][c:10]2[cH:11][cH:12]1. The reactants are COc1ccc2nccc(-c3csc(CCNC(=O)OC(C)(C)C)n3)c2n1, O=C(O)C(F)(F)F. Yields the product COc1ccc2nccc(-c3csc(CCN)n3)c2n1. The reactants are CC(C)(C)OC(=O)N1CCNCC1c1ccccc1, O=Cc1cccc(-c2ccnc(Cl)n2)c1. The product is CC(C)(C)OC(=O)N1CCN(Cc2cccc(-c3ccnc(Cl)n3)c2)CC1c1ccccc1. As a reaction SMILES: [C:16]([CH3:17])([CH3:18])([CH3:19])[O:20][C:21](=[O:22])[N:23]1[CH:24]([c:29]2[cH:30][cH:31][cH:32][cH:33][cH:34]2)[CH2:25][NH:26][CH2:27][CH2:28]1.[Cl:1][c:2]1[n:3][cH:4][cH:5][c:6](-[c:8]2[cH:9][c:10]([CH:11]=[O:12])[cH:13][cH:14][cH:15]2)[n:7]1>>[Cl:1][c:2]1[n:3][cH:4][cH:5][c:6](-[c:8]2[cH:9][c:10]([CH2:11][N:26]3[CH2:25][CH:24]([c:29]4[cH:30][cH:31][cH:32][cH:33][cH:34]4)[N:23]([C:21]([O:20][C:16]([CH3:17])([CH3:18])[CH3:19])=[O:22])[CH2:28][CH2:27]3)[cH:13][cH:14][cH:15]2)[n:7]1. Reactants: [H-].C(C(C)C)[Al+]CC(C)C (diisobutylaluminum hydride), C(C)OC(=O)C1=C(OC(=C1C1=CC(=C(C=C1)F)OC1=CC=CC=C1)C1=CC=CC=C1)C(C)C (3-Ethoxycarbonyl-4-(4-fluoro-3-phenoxyphenyl)-2-isopropyl-5-phenylfuran), Cl (hydrochloric acid), CC(C)C[AlH]CC(C)C (DIBAH). Run in C1(=CC=CC=C1)C (toluene), C1(=CC=CC=C1)C (toluene), C(C)(=O)OCC (ethyl acetate), O (water). Run at temperature -70 celsius, time 1 hour. Product: FC1=C(C=C(C=C1)C=1C(=C(OC1C1=CC=CC=C1)C(C)C)CO)OC1=CC=CC=C1 (4-(4-Fluoro-3-phenoxyphenyl)-3-hydroxymethyl-2-isopropyl-5-phenylfuran). As a reaction SMILES: [H-].C([Al+]CC(C)C)C(C)C.C([O:13][C:14]([C:16]1[C:20]([C:21]2[CH:26]=[CH:25][C:24]([F:27])=[C:23]([O:28][C:29]3[CH:34]=[CH:33][CH:32]=[CH:31][CH:30]=3)[CH:22]=2)=[C:19]([C:35]2[CH:40]=[CH:39][CH:38]=[CH:37][CH:36]=2)[O:18][C:17]=1[CH:41]([CH3:43])[CH3:42])=O)C.CC(C[AlH]CC(C)C)C.Cl>C1(C)C=CC=CC=1.C(OCC)(=O)C.O>[F:27][C:24]1[CH:25]=[CH:26][C:21]([C:20]2[C:16]([CH2:14][OH:13])=[C:17]([CH:41]([CH3:43])[CH3:42])[O:18][C:19]=2[C:35]2[CH:36]=[CH:37][CH:38]=[CH:39][CH:40]=2)=[CH:22][C:23]=1[O:28][C:29]1[CH:30]=[CH:31][CH:32]=[CH:33][CH:34]=1 |f:0.1|. Procedure: 70 ml (84 mmol) of a 1.2M diisobutylaluminum hydride solution in toluene are slowly added dropwise at -78° C. under an argon atmosphere to a solution of 31 g (70 mmol) of the compound from Example 23 in 350 ml of anhydrous toluene in such a way that the temperature does not exceed -65° C. After stirring for 1 hour at -70° C., a further 58 ml (70 mmol) of DIBAH solution are added and the mixture is stirred for 1 more hour. 240 ml of 1N hydrochloric acid are then added dropwise at about -30° C. an...